Dataset: the Open Reaction Database (ORD), a public repository of structured organic reaction records. Task: describe an organic reaction: reactants, conditions, products, and yield Reactants: Cl (hydrochloric acid), C(#N)CC(=O)NC1=CC(=C(C=C1)F)F (2-cyano-N-(3,4-difluorophenyl)acetamide), CO/C=C/C(C)=O ((3E)-4-methoxybut-3-en-2-one), N12CCN(CC1)CC2 (1,4-Diazabicyclo[2.2.2]octane). The solvent is COCCOCCO (2-(2-methoxyethoxy)ethanol). Conditions: temperature 90 celsius, time 20 minute. Product: FC=1C=C(C=CC1F)N1C(C(=CC=C1C)C#N)=O (1-(3,4-difluorophenyl)-6-methyl-2-oxo-1,2-dihydropyridine-3-carbonitrile). Isolated yield 49.0%. Reaction SMILES: [C:1]([CH2:3][C:4]([NH:6][C:7]1[CH:12]=[CH:11][C:10]([F:13])=[C:9]([F:14])[CH:8]=1)=[O:5])#[N:2].CO/[CH:17]=[CH:18]/[C:19](=O)[CH3:20].N12CCN(CC1)CC2.Cl>COCCOCCO>[F:14][C:9]1[CH:8]=[C:7]([N:6]2[C:19]([CH3:20])=[CH:18][CH:17]=[C:3]([C:1]#[N:2])[C:4]2=[O:5])[CH:12]=[CH:11][C:10]=1[F:13]. Procedure details: A mixture of 2-cyano-N-(3,4-difluorophenyl)acetamide (6.0 g, 30.6 mmol), (3E)-4-methoxybut-3-en-2-one (4.29 g, 42.8 mmol) and 2-(2-methoxyethoxy)ethanol (60 mL) was stirred at 90° C. for 20 min. 1,4-Diazabicyclo[2.2.2]octane (3.77 g, 33.6 mmol) was added, and the mixture was stirred at 125° C. for 5 hr. After cooling to room temperature, the mixture was adjusted to pH 5 with 2N hydrochloric acid and extracted with ethyl acetate. The organic layer was washed with water and saturated brine, dried ...